Dataset: the Open Reaction Database (ORD), a public repository of structured organic reaction records. Task: describe an organic reaction: reactants, conditions, products, and yield Reactants: Cl (hydrochloric acid), C(C)(C)(C)C1=NNC(=C1)CCC1=CC=CC=C1 (3-tert-butyl-5-(2-phenylethyl)-1H-pyrazole), [H-].[Na+] (sodium hydride), BrCC1=CC=C(C(=O)OC)C=C1 (methyl 4-(bromomethyl)benzoate). Run in CN(C=O)C (N,N-dimethylformamide). Reaction conditions: time 2 hour. The product is C(C)(C)(C)C1=NN(C(=C1)CCC1=CC=CC=C1)CC1=CC=C(C(=O)OC)C=C1 (methyl 4-{[3-tert-butyl-5-(2-phenylethyl)-1H-pyrazol-1-yl]methyl}benzoate). The yield is 67.7%. Reaction SMILES: [C:1]([C:5]1[CH:9]=[C:8]([CH2:10][CH2:11][C:12]2[CH:17]=[CH:16][CH:15]=[CH:14][CH:13]=2)[NH:7][N:6]=1)([CH3:4])([CH3:3])[CH3:2].[H-].[Na+].Br[CH2:21][C:22]1[CH:31]=[CH:30][C:25]([C:26]([O:28][CH3:29])=[O:27])=[CH:24][CH:23]=1.Cl>CN(C)C=O>[C:1]([C:5]1[CH:9]=[C:8]([CH2:10][CH2:11][C:12]2[CH:13]=[CH:14][CH:15]=[CH:16][CH:17]=2)[N:7]([CH2:21][C:22]2[CH:31]=[CH:30][C:25]([C:26]([O:28][CH3:29])=[O:27])=[CH:24][CH:23]=2)[N:6]=1)([CH3:4])([CH3:2])[CH3:3] |f:1.2|. Reported procedure: To a mixture of 3-tert-butyl-5-(2-phenylethyl)-1H-pyrazole (1.57 g, 6.87 mmol), sodium hydride (60% in oil, 280 mg, 7 mmol), and N,N-dimethylformamide (15 mL) was added methyl 4-(bromomethyl)benzoate (2.29 g, 10.0 mmol) at room temperature, and the mixture was stirred at room temperature for 2 hr. The reaction mixture was poured into 1 M hydrochloric acid, and the mixture was extracted with ethyl acetate. The ethyl acetate layer was dried over anhydrous magnesium sulfate, and concentrated under ... The reactants are IC=1C=C(C(=O)OCC)C=CC1 (ethyl 3-iodobenzoate), [N-]=[N+]=[N-].[Na+] (sodium azide), C(C)C1=CC=C(C=C1)C#C (1-ethyl-4-ethynylbenzene), CNCCNC (MeNHCH2CH2NHMe), O=C1C(O)=C([O-])[C@H](O1)[C@@H](O)CO.[Na+] (sodium ascorbate). Reagents/catalysts: [Cu]I (CuI). Solvent: CS(=O)C.O (DMSO H2O), C(C)(=O)OCC (ethyl acetate). Conditions: time 2 hour. The product is C(C)C1=CC=C(C=C1)C=1N=NN(C1)C=1C=C(C(=O)OCC)C=CC1 (ethyl 3-[4-(4-ethylphenyl)-1H-1,2,3-triazol-1-yl]benzoate). Reaction SMILES: I[C:2]1[CH:3]=[C:4]([CH:10]=[CH:11][CH:12]=1)[C:5]([O:7][CH2:8][CH3:9])=[O:6].[N-:13]=[N+:14]=[N-:15].[Na+].[CH2:17]([C:19]1[CH:24]=[CH:23][C:22]([C:25]#[CH:26])=[CH:21][CH:20]=1)[CH3:18].CNCCNC.O=C1O[C@H]([C@H](CO)O)C([O-])=C1O.[Na+]>[Cu]I.C(OCC)(=O)C.CS(C)=O.O>[CH2:25]([C:22]1[CH:23]=[CH:24][C:19]([C:17]2[N:13]=[N:14][N:15]([C:2]3[CH:3]=[C:4]([CH:10]=[CH:11][CH:12]=3)[C:5]([O:7][CH2:8][CH3:9])=[O:6])[CH:18]=2)=[CH:20][CH:21]=1)[CH3:26] |f:1.2,5.6,9.10|. Procedure details: A mixture of ethyl 3-iodobenzoate (4-1) (138 mg, 0.5 mmol), sodium azide (34 mg, 0.52 mmol), 1-ethyl-4-ethynylbenzene (4-2) (65 mg, 0.5 mmol), CuI (10 mg), MeNHCH2CH2NHMe (11 μL), sodium ascorbate (10 mg), DMSO-H2O (v/v 5:1, 1.5 mL) is stirred at room temperature for 2 hours. The reaction mixture is then poured into ethyl acetate (50 mL), washed with water (10 mL) and brine (10 mL), dried over Na2SO4, filtered and evaporated. The residue is purified on silica gel (0-33% ethyl acetate in hexane) ...